Dataset: the Open Reaction Database (ORD), a public repository of structured organic reaction records. Task: describe an organic reaction: reactants, conditions, products, and yield The reactants are FC(C(=O)NCCCC1=CC=C(C=C1)C1=CC=C(C=C1)C(=O)OC)(F)F (methyl 4′-[3-[(trifluoroacetyl)amino]-propyl]-1,1′-biphenyl-4-carboxylate), Cl (hydrochloride), C(C)O (ethanol), C(C)O (ethanol). The product is NCCCC1=CC=C(C=C1)C1=CC=C(C=C1)C(=O)OCC (ethyl 4′-(3-aminopropyl)-1,1′-biphenyl-4-carboxylate). Reaction SMILES: FC(F)(F)C([NH:5][CH2:6][CH2:7][CH2:8][C:9]1[CH:14]=[CH:13][C:12]([C:15]2[CH:20]=[CH:19][C:18]([C:21]([O:23][CH3:24])=[O:22])=[CH:17][CH:16]=2)=[CH:11][CH:10]=1)=O.Cl.[CH2:28](O)C>>[NH2:5][CH2:6][CH2:7][CH2:8][C:9]1[CH:10]=[CH:11][C:12]([C:15]2[CH:16]=[CH:17][C:18]([C:21]([O:23][CH2:24][CH3:28])=[O:22])=[CH:19][CH:20]=2)=[CH:13][CH:14]=1. Procedure: A mixture of methyl 4′-[3-[(trifluoroacetyl)amino]-propyl]-1,1′-biphenyl-4-carboxylate (920 mg), 4N hydrochloride in ethanol (2 ml) and ethanol (2 ml) was refluxed for 18 hours. The mixture was evaporated in vacuo. The residue was diluted with ethyl acetate and saturated aqueous sodium bicarbonate solution. The organic layer was separated, washed with brine, dried over magnesium sulfate and evaporated. The residue was purified by column chromatography on silica gel (chloroform:methanol=100:1) to... Starting materials: C(C)(=O)OCC(CCC1=CC=C(C=C1)OCCCCC1=CC=CC=C1)(CC)NC(=O)OC(C)(C)C (2-tert-butoxycarbonylamino-2-ethyl-4-(4-(4-phenylbutyloxy)phenyl)butyl acetate), O.[OH-].[Li+] (lithium hydroxide monohydrate). Solvent: CO (methanol), O (water), O (water). Run at time 20 minute. Product: C(C)(C)(C)OC(=O)NC(CO)(CCC1=CC=C(C=C1)OCCCCC1=CC=CC=C1)CC (2-tert-Butoxycarbonylamino-2-ethyl-4-(4-(4-phenylbutyloxy)phenyl)butanol). Isolated yield 116.0%. Reaction SMILES: C([O:4][CH2:5][C:6]([NH:28][C:29]([O:31][C:32]([CH3:35])([CH3:34])[CH3:33])=[O:30])([CH2:26][CH3:27])[CH2:7][CH2:8][C:9]1[CH:14]=[CH:13][C:12]([O:15][CH2:16][CH2:17][CH2:18][CH2:19][C:20]2[CH:25]=[CH:24][CH:23]=[CH:22][CH:21]=2)=[CH:11][CH:10]=1)(=O)C.O.[OH-].[Li+]>CO.O>[C:32]([O:31][C:29]([NH:28][C:6]([CH2:26][CH3:27])([CH2:7][CH2:8][C:9]1[CH:10]=[CH:11][C:12]([O:15][CH2:16][CH2:17][CH2:18][CH2:19][C:20]2[CH:25]=[CH:24][CH:23]=[CH:22][CH:21]=2)=[CH:13][CH:14]=1)[CH2:5][OH:4])=[O:30])([CH3:35])([CH3:34])[CH3:33] |f:1.2.3|. Procedure details: To a solution of 2-tert-butoxycarbonylamino-2-ethyl-4-(4-(4-phenylbutyloxy)phenyl)butyl acetate (3.4 g) in methanol (50 ml) was added a solution of lithium hydroxide monohydrate (0.33 g) in water (10 ml) and the mixture was stirred at room temperature for 20 minutes. The reaction mixture was poured into water and extracted with ethyl acetate. The ethyl acetate layer was washed with a saturated brine and dried over anhydrous sodium sulfate. The solvent was distilled away under reduced pressure to... The reactants are [C@@H]1([C@H](O)[C@H](O)[C@@H](CO)O1)N1C(=O)NC(=O)C=C1 (uridine), [OH-].[NH4+] (ammonium hydroxide). Reagents/catalysts: [Rh] (rhodium on alumina). Solvent: O (water). Product: OC1NC(N(CC1)[C@H]1[C@H](O)[C@H](O)[C@H](O1)CO)=O (4-hydroxy-1-β-D-ribofuranosyl-tetrahydro-2(1H)-pyrimidinone), [C@@H]1([C@H](O)[C@H](O)[C@H](O1)CO)N1C(NCCC1)=O (1-β-D-ribofuranosyl-tetrahydro-2(1H)-pyrimidinone). RXN SMILES: [C@@H:1]1([N:10]2[CH:17]=[CH:16][C:14](=[O:15])[NH:13][C:11]2=[O:12])[O:9][C@H:6]([CH2:7][OH:8])[C@@H:4]([OH:5])[C@H:2]1[OH:3].[OH-].[NH4+]>[Rh].O>[OH:15][CH:14]1[CH2:16][CH2:17][N:10]([C@@H:1]2[O:9][C@H:6]([CH2:7][OH:8])[C@@H:4]([OH:5])[C@H:2]2[OH:3])[C:11](=[O:12])[NH:13]1.[C@@H:1]1([N:10]2[CH2:17][CH2:16][CH2:14][NH:13][C:11]2=[O:12])[O:9][C@H:6]([CH2:7][OH:8])[C@@H:4]([OH:5])[C@H:2]1[OH:3] |f:1.2|. Procedure details: In the manner given in Example 2B, uridine was directly reduced with a rhodium on alumina catalyst in a solvent medium consisting of 1 part concentrated ammonium hydroxide and 99 parts water to give 4-hydroxy-1-β-D-ribofuranosyl-tetrahydro-2(1H)-pyrimidinone and 1-β-D-ribofuranosyl-tetrahydro-2(1H)-pyrimidinone. The reactants are BrCC(C(=O)OCC)=O (ethyl bromopyruvate), C1(CC1)C(N)=S (cyclopropanethioamide). The solvent is C(C)O (ethanol). Product: C1(CC1)C=1SC=C(N1)C(=O)OCC (ethyl 2-cyclopropyl-4-thiazolcarboxylate). Isolated yield 23.1%. As a reaction SMILES: Br[CH2:2][C:3](=O)[C:4]([O:6][CH2:7][CH3:8])=[O:5].[CH:10]1([C:13](=[S:15])[NH2:14])[CH2:12][CH2:11]1>C(O)C>[CH:10]1([C:13]2[S:15][CH:2]=[C:3]([C:4]([O:6][CH2:7][CH3:8])=[O:5])[N:14]=2)[CH2:12][CH2:11]1. Procedure details: A mixture of ethyl bromopyruvate (3.6 g), cyclopropanethioamide (2.2 g) and ethanol (30 ml) was refluxed for two hours. The reaction mixture was cooled, then ethanol was distilled off under reduced pressure. To the residue was added water (30 ml), which was subjected to extraction with ethyl acetate (50 ml) twice. The extract solution was washed with water (30 ml), followed by drying over magnesium sulfate. The solvent was distilled off under reduced pressure. The residue was subjected to a sili... Reactants: C1(=CC=CC=C1)S (thiophenol), ClCCCCO (4-chloro-1-butanol), C([O-])([O-])=O.[K+].[K+] (potassium carbonate), C1(=CC=C(C=C1)S(=O)(=O)[O-])C.[NH+]1=CC=CC=C1 (pyridinium p-toluenesulfonate), O1CCCC=C1 (3,4-dihydro-2H-pyran). Run in ClCCl (dichloromethane), O (water), C(C)#N (acetonitrile), O (water). Reaction conditions: temperature 60 celsius, time 18 hour. Yields the product C1(=CC=CC=C1)S(=O)(=O)CCCCOC1OCCCC1 (2-(4-Benzenesulphonylbutoxy)tetrahydropyran). Isolated yield 79.8%. As a reaction SMILES: C1(S)C=CC=CC=1.Cl[CH2:9][CH2:10][CH2:11][CH2:12][OH:13].C(=O)([O-])[O-].[K+].[K+].[C:20]1(C)[CH:25]=[CH:24][C:23]([S:26]([O-:29])(=[O:28])=O)=[CH:22][CH:21]=1.[NH+]1C=CC=CC=1.[O:37]1[CH:42]=[CH:41][CH2:40][CH2:39][CH2:38]1>C(#N)C.O.ClCCl>[C:23]1([S:26]([CH2:9][CH2:10][CH2:11][CH2:12][O:13][CH:38]2[CH2:39][CH2:40][CH2:41][CH2:42][O:37]2)(=[O:28])=[O:29])[CH:22]=[CH:21][CH:20]=[CH:25][CH:24]=1 |f:2.3.4,5.6|. Procedure details: A mixture of thiophenol (5.02 ml, 49 mmol), 4-chloro-1-butanol (7.33 ml, 73.5 mmol) and potassium carbonate (20.32 g, 147 mmol) in acetonitrile (5 ml) was stirred at 60° C. for 18 hours. The cooled mixture was diluted with water and extracted with ethyl acetate. The combined organic layers were concentrated in vacuo. The residue was dissolved in methanol (10 ml) and water (2 ml) and treated with Oxone™ (45.2 g, 73.5 mmol). The reaction was stirred at room temperature for 24 hours, then filtered ... Reactants: CC#N, CC(C)C(NC(=O)OCc1ccccc1)C(=O)OCCn1cc(C(=O)OCCl)ccc1=O, [I-], [Na+]. The product is CC(C)C(NC(=O)OCc1ccccc1)C(=O)OCCn1cc(C(=O)OCI)ccc1=O. RXN SMILES: [CH3:35][C:36]#[N:37].[Cl:1][CH2:2][O:3][C:4](=[O:5])[c:6]1[cH:7][n:8]([CH2:13][CH2:14][O:15][C:16]([CH:17]([NH:18][C:19](=[O:20])[O:21][CH2:22][c:23]2[cH:24][cH:25][cH:26][cH:27][cH:28]2)[CH:29]([CH3:30])[CH3:31])=[O:32])[c:9](=[O:12])[cH:10][cH:11]1.[I-:34].[Na+:33]>>[CH2:2]([O:3][C:4](=[O:5])[c:6]1[cH:7][n:8]([CH2:13][CH2:14][O:15][C:16]([CH:17]([NH:18][C:19](=[O:20])[O:21][CH2:22][c:23]2[cH:24][cH:25][cH:26][cH:27][cH:28]2)[CH:29]([CH3:30])[CH3:31])=[O:32])[c:9](=[O:12])[cH:10][cH:11]1)[I:34]. The reactants are COCCO[AlH2-]OCCOC.[Na+] (Red-Al), C1(=CC=CC=C1)C (toluene), C1=C(C=CC2=CC(=CC=C12)C(=O)OC)C(=O)OC (dimethyl 2,6-naphthalenedicarboxylate), C(=O)([O-])C(O)C(O)C(=O)[O-].[K+].[Na+] (sodium potassium (+)-tartrate). The solvent is O1CCCC1 (tetrahydrofuran), O (water), C(C)(=O)OCC (ethyl acetate). Reaction conditions: temperature -50 celsius, time 1 hour. Yields the product OCC=1C=C2C=CC(=CC2=CC1)C(=O)OC (methyl 6-hydroxymethyl-2-naphthalenecarboxylate). Isolated yield 63.4%. RXN SMILES: COCCO[AlH2-]OCCOC.[Na+].C1(C)C=CC=CC=1.[CH:20]1[C:29]2[C:24](=[CH:25][C:26]([C:30]([O:32][CH3:33])=[O:31])=[CH:27][CH:28]=2)[CH:23]=[CH:22][C:21]=1[C:34](OC)=[O:35].C(C(C(C([O-])=O)O)O)([O-])=O.[K+].[Na+]>O1CCCC1.O.C(OCC)(=O)C>[OH:35][CH2:34][C:21]1[CH:20]=[C:29]2[C:24](=[CH:23][CH:22]=1)[CH:25]=[C:26]([C:30]([O:32][CH3:33])=[O:31])[CH:27]=[CH:28]2 |f:0.1,4.5.6|. Procedure: Red-Al (0.61 ml of a 65% toluene solution, a product of Aldrich, 2.1 mmol) was added dropwise to a solution of commercially available dimethyl 2,6-naphthalenedicarboxylate (500 mg, 2.1 mmol) in anhydrous tetrahydrofuran (120 ml) cooled to −50° C. The resulting mixture was stirred at −50° C. for 1 hour and then at room temperature for 1.5 hours. To the reaction mixture were added sequentially ethyl acetate, water, 0.5N aqueous sodium potassium (+)-tartrate solution and the mixture was partitioned... The reactants are CCOC(=O)C(Br)C(=O)OCC, O=C([O-])[O-], CN(C)C=O, COc1cc2c(Oc3cc4ccccc4nc3C)ccnc2cc1O, [K+], [K+], O. The product is CCOC(=O)C(Oc1cc2nccc(Oc3cc4ccccc4nc3C)c2cc1OC)C(=O)OCC. Reaction SMILES: [Br:31][CH:32]([C:33](=[O:34])[O:35][CH2:36][CH3:37])[C:38](=[O:39])[O:40][CH2:41][CH3:42].[C:43](=[O:44])([O-:45])[O-:46].[CH3:1][N:2]([CH3:3])[CH:4]=[O:5].[CH3:6][O:7][c:8]1[cH:9][c:10]2[c:11]([O:19][c:20]3[c:21]([CH3:30])[n:22][c:23]4[cH:24][cH:25][cH:26][cH:27][c:28]4[cH:29]3)[cH:12][cH:13][n:14][c:15]2[cH:16][c:17]1[OH:18].[K+:47].[K+:48].[OH2:49]>>[CH3:6][O:7][c:8]1[cH:9][c:10]2[c:11]([O:19][c:20]3[c:21]([CH3:30])[n:22][c:23]4[cH:24][cH:25][cH:26][cH:27][c:28]4[cH:29]3)[cH:12][cH:13][n:14][c:15]2[cH:16][c:17]1[O:18][CH:32]([C:33](=[O:34])[O:35][CH2:36][CH3:37])[C:38](=[O:39])[O:40][CH2:41][CH3:42]. Yields the product CC(=O)OCCCCCOc1cccc(C=O)c1. As a reaction SMILES: [C:10]([CH3:11])(=[O:12])[O:13][CH2:14][CH2:15][CH2:16][CH2:17][CH2:18][Br:19].[C:20](=[O:21])([O-:22])[O-:23].[CH3:26][S:27](=[O:28])[CH3:29].[K+:24].[K+:25].[OH:1][c:2]1[cH:3][c:4]([CH:5]=[O:6])[cH:7][cH:8][cH:9]1>>[O:1]([c:2]1[cH:3][c:4]([CH:5]=[O:6])[cH:7][cH:8][cH:9]1)[CH2:18][CH2:17][CH2:16][CH2:15][CH2:14][O:13][C:10]([CH3:11])=[O:12]. Starting materials: CC(=O)OCCCCCBr, O=C([O-])[O-], CS(C)=O, [K+], [K+], O=Cc1cccc(O)c1. The reactants are BrC(C)CC (2-bromobutane), CC(=O)C1CCCC(C1)(C)C (herbac). Yields the product CC1(CC(CCC1)C(C)(C(CC)C)O)C (2-(3,3-dimethylcyclohexyl)-3-methylpentan-2-ol). As a reaction SMILES: Br[CH:2]([CH2:4][CH3:5])[CH3:3].[CH3:6][C:7]([CH:9]1[CH2:14][C:13]([CH3:16])([CH3:15])[CH2:12][CH2:11][CH2:10]1)=[O:8]>>[CH3:15][C:13]1([CH3:16])[CH2:12][CH2:11][CH2:10][CH:9]([C:7]([OH:8])([CH:2]([CH3:3])[CH2:4][CH3:5])[CH3:6])[CH2:14]1. Reported procedure: The protocol of example 1 is carried out again with 2-bromobutane replacing bromoethane, and herbac replacing dehydroherbac.